From a dataset of the Open Reaction Database (ORD), a public repository of structured organic reaction records. describe an organic reaction: reactants, conditions, products, and yield Run at time 24 hour. Product: C(C1=CC=CC=C1)=C1C(C2=CC=CC=C2C1NC1CCCCCC1)=O (2-Benzylidene-3-cycloheptylaminoindan-1-one). The solvent is C1=CC=CC=C1 (benzene). As a reaction SMILES: [CH:1](=[C:8]1[CH:16](Br)[C:15]2[C:10](=[CH:11][CH:12]=[CH:13][CH:14]=2)[C:9]1=[O:18])[C:2]1[CH:7]=[CH:6][CH:5]=[CH:4][CH:3]=1.[CH:19]1([NH2:26])[CH2:25][CH2:24][CH2:23][CH2:22][CH2:21][CH2:20]1>C1C=CC=CC=1>[CH:1](=[C:8]1[CH:16]([NH:26][CH:19]2[CH2:25][CH2:24][CH2:23][CH2:22][CH2:21][CH2:20]2)[C:15]2[C:10](=[CH:11][CH:12]=[CH:13][CH:14]=2)[C:9]1=[O:18])[C:2]1[CH:7]=[CH:6][CH:5]=[CH:4][CH:3]=1. Reactants: C(C1=CC=CC=C1)=C1C(C2=CC=CC=C2C1Br)=O (2-benzylidene-3-bromoindan-1-one), C1(CCCCCC1)N (Cycloheptylamine). The yield is 81.8%. Procedure: 2-Benzylidene-3-bromoindan-1-one 2 (299 mg, 1 mmol) was dissolved in benzene (10 mL). Cycloheptylamine (255 μL, 2 mmol) was added and reaction mixture was stirred for 24 h. Solvent was removed in vacuum and 5 (271 mg, 82%) was isolated as yellow crystals by column chromatography (Hexanes/EtOAc 9:1) followed by crystallization from dichloromethane with pentane.